From a dataset of the Open Reaction Database (ORD), a public repository of structured organic reaction records. describe an organic reaction: reactants, conditions, products, and yield Starting materials: ClC1=CC(=C(C=C1)N=NC1=C(C(=CC(=C1)C(C)(C)CC(C)(C)C)C(C)(C)CC(C)(C)C)O)[N+](=O)[O-] (4-chloro-2-nitro-2'-hydroxy-3',5'-di-tert-octylazobenzene), [N+](=O)([O-])C1=C(C=CC=C1)N=NC1=C(C(=CC(=C1)C(C)(C)CC(C)(C)C)C(C)(C)CC(C)(C)C)O (2-nitro-2'-hydroxy-3',5'-di-tert-octylazobenzene), crystals, Compound 2. Yields the product ClC1=CC=2C(=NN(N2)C2=C(C(=CC(=C2)C(C)(C)CC(C)(C)C)C(C)(C)CC(C)(C)C)O)C=C1 (5-Chloro-2-(2-hydroxy-3,5-di-tert-octylphenyl)-2H-benzotriazole). Yield: 71.8%. As a reaction SMILES: [Cl:1][C:2]1[CH:7]=[CH:6][C:5]([N:8]=[N:9][C:10]2[CH:15]=[C:14]([C:16]([CH2:19][C:20]([CH3:23])([CH3:22])[CH3:21])([CH3:18])[CH3:17])[CH:13]=[C:12]([C:24]([CH2:27][C:28]([CH3:31])([CH3:30])[CH3:29])([CH3:26])[CH3:25])[C:11]=2[OH:32])=[C:4]([N+:33]([O-])=O)[CH:3]=1.[N+](C1C=CC=CC=1N=NC1C=C(C(CC(C)(C)C)(C)C)C=C(C(CC(C)(C)C)(C)C)C=1O)([O-])=O>>[Cl:1][C:2]1[CH:7]=[CH:6][C:5]2=[N:8][N:9]([C:10]3[CH:15]=[C:14]([C:16]([CH2:19][C:20]([CH3:23])([CH3:22])[CH3:21])([CH3:18])[CH3:17])[CH:13]=[C:12]([C:24]([CH2:27][C:28]([CH3:31])([CH3:30])[CH3:29])([CH3:26])[CH3:25])[C:11]=3[OH:32])[N:33]=[C:4]2[CH:3]=1. Procedure: When, using the general procedure of Example 2, the amount of 4-chloro-2-nitro-2'-hydroxy-3',5'-di-tert-octylazobenzene was substituted for 2-nitro-2'-hydroxy-3',5'-di-tert-octylazobenzene, the above-named compound was prepared in a yield of 71.8% as pale yellow crystals melting at 121°-122° C. (Compound 2)